The task is: describe an organic reaction: reactants, conditions, products, and yield. This data is from the Open Reaction Database (ORD), a public repository of structured organic reaction records. Reactants: Cc1cccc(Br)c1, N#Cc1cccc(Br)c1, C1COCCO1, c1ccc(P(c2ccccc2)(c2ccccc2)[Pd](P(c2ccccc2)(c2ccccc2)c2ccccc2)(P(c2ccccc2)(c2ccccc2)c2ccccc2)P(c2ccccc2)(c2ccccc2)c2ccccc2)cc1. The product is Cc1cccc(-c2cccc(C#N)c2)c1. Reaction SMILES: [Br:10][c:11]1[cH:12][c:13]([CH3:17])[cH:14][cH:15][cH:16]1.[Br:1][c:2]1[cH:3][c:4]([C:5]#[N:6])[cH:7][cH:8][cH:9]1.[O:95]1[CH2:96][CH2:97][O:98][CH2:99][CH2:100]1.[cH:18]1[cH:19][cH:20][c:21]([P:22]([Pd:23]([P:24]([c:25]2[cH:26][cH:27][cH:28][cH:29][cH:30]2)([c:31]2[cH:32][cH:33][cH:34][cH:35][cH:36]2)[c:37]2[cH:38][cH:39][cH:40][cH:41][cH:42]2)([P:43]([c:44]2[cH:45][cH:46][cH:47][cH:48][cH:49]2)([c:50]2[cH:51][cH:52][cH:53][cH:54][cH:55]2)[c:56]2[cH:57][cH:58][cH:59][cH:60][cH:61]2)[P:62]([c:63]2[cH:64][cH:65][cH:66][cH:67][cH:68]2)([c:69]2[cH:70][cH:71][cH:72][cH:73][cH:74]2)[c:75]2[cH:76][cH:77][cH:78][cH:79][cH:80]2)([c:81]2[cH:82][cH:83][cH:84][cH:85][cH:86]2)[c:87]2[cH:88][cH:89][cH:90][cH:91][cH:92]2)[cH:93][cH:94]1>>[c:2]1(-[c:11]2[cH:12][c:13]([CH3:17])[cH:14][cH:15][cH:16]2)[cH:3][c:4]([C:5]#[N:6])[cH:7][cH:8][cH:9]1. Starting materials: Cl.CN(CCCl)C (2-dimethylaminoethyl chloride hydrochloride), C(=O)(O)C1=CC=C(C=C1)C=1C(NC2=CC=CC=C2C1)=S (3-(p-Carboxyphenyl)quinolin-2-thione), [H-].[Na+] (sodium hydride), ice water, [H][H] (hydrogen). Run in CN(C=O)C (dimethylformamide). Run at time 16 hour. The product is Cl.C(=O)(O)C1=CC=C(C=C1)C=1C(=NC2=CC=CC=C2C1)SCCN(C)C (3-(p-carboxyphenyl)-2-(2-dimethylaminoethylthio)quinoline hydrochloride). RXN SMILES: [C:1]([C:4]1[CH:9]=[CH:8][C:7]([C:10]2[C:11](=[S:20])[NH:12][C:13]3[C:18]([CH:19]=2)=[CH:17][CH:16]=[CH:15][CH:14]=3)=[CH:6][CH:5]=1)([OH:3])=[O:2].[H-].[Na+].[H][H].Cl.[CH3:26][N:27]([CH3:31])[CH2:28][CH2:29][Cl:30]>CN(C)C=O>[ClH:30].[C:1]([C:4]1[CH:5]=[CH:6][C:7]([C:10]2[C:11]([S:20][CH2:29][CH2:28][N:27]([CH3:31])[CH3:26])=[N:12][C:13]3[C:18]([CH:19]=2)=[CH:17][CH:16]=[CH:15][CH:14]=3)=[CH:8][CH:9]=1)([OH:3])=[O:2] |f:1.2,4.5,7.8|. Reported procedure: 3-(p-Carboxyphenyl)quinolin-2-thione (6.87 g.) was added to a suspension of sodium hydride (3.9 g. of a 50% w/w dispersion in mineral oil) in dimethylformamide (50 ml.) at 0°-5°. When all the hydrogen had evolved, 2-dimethylaminoethyl chloride hydrochloride (3.5 g.) was added and the mixture was stirred at ambient temperature for 16 hr. The mixture was poured into ice-water (300 ml.), filtered, and the filtrate adjusted to pH 7 with 2 M-hydrochloric acid. The resulting mixture was filtered and t... The reactants are O=C([O-])O, OC1(c2cccc(F)c2F)CCN(Cc2ccccc2)C1, CCN(CC)S(F)(F)F, ClCCl, [Na+]. The product is Fc1cccc(C2(F)CCN(Cc3ccccc3)C2)c1F. RXN SMILES: [C:31](=[O:32])([O-:33])[OH:34].[CH2:1]([c:2]1[cH:3][cH:4][cH:5][cH:6][cH:7]1)[N:8]1[CH2:9][C:10]([OH:13])([c:14]2[c:15]([F:21])[c:16]([F:20])[cH:17][cH:18][cH:19]2)[CH2:11][CH2:12]1.[CH2:22]([N:23]([S:24]([F:25])([F:26])[F:28])[CH2:27][CH3:29])[CH3:30].[Cl:36][CH2:37][Cl:38].[Na+:35]>>[CH2:1]([c:2]1[cH:3][cH:4][cH:5][cH:6][cH:7]1)[N:8]1[CH2:9][C:10]([c:14]2[c:15]([F:21])[c:16]([F:20])[cH:17][cH:18][cH:19]2)([F:28])[CH2:11][CH2:12]1. Reactants: O1C=CC2=C1C=C(C=C2)C2CCNCC2 (4-(benzofuran-6-yl)piperidine), CCN=C=NCCCN(C)C.Cl (EDC.HCl), C1(CCC1)C1=CC(=C(C(=O)O)C=C1C(NC)=O)C (4-cyclobutyl-2-methyl-5-(methylcarbamoyl)benzoic acid), O1C=CC2=C1C=C(C=C2)C2CCNCC2 (4-(benzofuran-6-yl)piperidine), C1(CCC1)C1=CC(=C(C(=O)O)C=C1C(NC)=O)C (4-cyclobutyl-2-methyl-5-(methylcarbamoyl)benzoic acid), CCOC(=O)C (EtOAc). The reagents and catalysts are CN(C1=CC=NC=C1)C (4-dimethylaminopyridine). Run in CN(C=O)C (N,N-dimethylformamide). Run at temperature 15 celsius, time 2 hour. Yields the product O1C=CC2=C1C=C(C=C2)C2CCN(CC2)C(=O)C=2C(=CC(=C(C(=O)NC)C2)C2CCC2)C (5-(4-(Benzofuran-6-yl)piperidine-1-carbonyl)-2-cyclobutyl-N,4-dimethylbenzamide). Isolated yield 19.4%. As a reaction SMILES: [O:1]1[C:5]2[CH:6]=[C:7]([CH:10]3[CH2:15][CH2:14][NH:13][CH2:12][CH2:11]3)[CH:8]=[CH:9][C:4]=2[CH:3]=[CH:2]1.[CH:16]1([C:20]2[C:28]([C:29](=[O:32])[NH:30][CH3:31])=[CH:27][C:23]([C:24](O)=[O:25])=[C:22]([CH3:33])[CH:21]=2)[CH2:19][CH2:18][CH2:17]1.CCN=C=NCCCN(C)C.Cl.CCOC(C)=O>CN(C)C1C=CN=CC=1.CN(C)C=O>[O:1]1[C:5]2[CH:6]=[C:7]([CH:10]3[CH2:15][CH2:14][N:13]([C:24]([C:23]4[C:22]([CH3:33])=[CH:21][C:20]([CH:16]5[CH2:19][CH2:18][CH2:17]5)=[C:28]([CH:27]=4)[C:29]([NH:30][CH3:31])=[O:32])=[O:25])[CH2:12][CH2:11]3)[CH:8]=[CH:9][C:4]=2[CH:3]=[CH:2]1 |f:2.3|. Procedure: Into a 25-mL round-bottom flask, was placed a solution of 4-(benzofuran-6-yl)piperidine (compound 63.6) (110 mg, 0.55 mmol), 4-cyclobutyl-2-methyl-5-(methylcarbamoyl)benzoic acid (compound 62.3, 135 mg, 0.55 mmol), EDC.HCl (210 mg, 1.10 mmol) and 4-dimethylaminopyridine (133.5 mg, 1.09 mmol) in N,N-dimethylformamide (3 mL). The resulting solution was stirred for 2 h at 15° C. then diluted EtOAc (60 mL). The resulting mixture was washed with aqueous saturated NH4Cl (2×20 mL) and brine (20 mL), dr... Reactants: NC1=NC(=C(C(=N1)N)C1=CC=C(C=C1)Cl)CC (2,4,-Diamino-5-(4-chlorophenyl)-6-ethylpyrimidine), [N+](=O)(O)[O-] (nitric acid), S(O)(O)(=O)=O (sulphuric acid). The solvent is N (ammonia). Conditions: temperature 50 celsius, time 2.5 day. The product is NC1=NC(=C(C(=N1)N)C1=CC(=C(C=C1)Cl)[N+](=O)[O-])CC (2,4,-Diamino-5-(4-chloro-3-nitrophenyl)-6-ethylpyrimidine). The yield is 93.8%. Reaction SMILES: [NH2:1][C:2]1[N:7]=[C:6]([NH2:8])[C:5]([C:9]2[CH:14]=[CH:13][C:12]([Cl:15])=[CH:11][CH:10]=2)=[C:4]([CH2:16][CH3:17])[N:3]=1.[N+:18]([O-])([OH:20])=[O:19].S(=O)(=O)(O)O>N>[NH2:1][C:2]1[N:7]=[C:6]([NH2:8])[C:5]([C:9]2[CH:10]=[CH:11][C:12]([Cl:15])=[C:13]([N+:18]([O-:20])=[O:19])[CH:14]=2)=[C:4]([CH2:16][CH3:17])[N:3]=1. Procedure details: 2,4,-Diamino-5-(4-chlorophenyl)-6-ethylpyrimidine (103.8 g, 0.417 mol) ("Pyrimethamine" obtained from Sigma Chemical Co. Ltd.) was added in portions to a stirred mixture of concentrated nitric acid (210 ml) and concentrated sulphuric acid (210 ml). The mixture was heated at 50° C. for 1 h and then set aside at room temperature for 2.5 days. The reaction mixture was poured onto concentrated ammonia ("0.88" 5 dm3)/ice to effect a neutralisation. The resulting precipitate was collected by filtratio... Starting materials: CSCCCC#N (4-(methylthio)butyronitrile). The solvent is CN1CCCC1=O (NMP). The product is CSCCCC#N (4-(Methylthio)butyronitrile), C#N (hydrogen cyanide). As a reaction SMILES: [CH3:1][S:2][CH2:3][CH2:4][CH2:5][C:6]#[N:7]>CN1C(=O)CCC1>[CH3:1][S:2][CH2:3][CH2:4][CH2:5][C:6]#[N:7].[CH:6]#[N:7]. Reported procedure: MMP reaction product produced in the processes illustrated in FIGS. 1 to 8 may be used directly for the preparation of 4-(methylthio)butyronitrile without prior distillation for removal of either high boiling or low boiling impurities. This not only saves the capital and operating expense of providing distillation, but also avoids the yield losses inevitably resulting from the formation of additional high boilers in an MMP distillation column. 4-(Methylthio)butyronitrile (HMBN) may be produced b...